From a dataset of the Open Reaction Database (ORD), a public repository of structured organic reaction records. describe an organic reaction: reactants, conditions, products, and yield The solvent is O1CCCC1 (tetrahydrofuran), O1CCCC1 (tetrahydrofuran). Procedure: A stirred solution of 2-(N-benzyl-N-methylaminomethyl)chromone (15.6 g) in dry tetrahydrofuran (400 ml) at -78° C., was treated with a suspension of LiAlH4 (3.2 g) in dry tetrahydrofuran (50 ml) and the resulting mixture was stirred at -78° C. for 4 hours before being acidified with glacial acetic acid and allowed to stand at room temperature for 17 hours. The mixture was then filtered and the filtrate was evaporated, dissolved in chloroform and washed with water. The dried, evaporated organic e... The yield is 31.2%. Reactants: C(C)(=O)O (acetic acid), C(C1=CC=CC=C1)N(C)CC=1OC2=CC=CC=C2C(C1)=O (2-(N-benzyl-N-methylaminomethyl)chromone), [H-].[H-].[H-].[H-].[Li+].[Al+3] (LiAlH4). As a reaction SMILES: [CH2:1]([N:8]([CH2:10][C:11]1[O:12][C:13]2[C:18]([C:19](=[O:21])[CH:20]=1)=[CH:17][CH:16]=[CH:15][CH:14]=2)[CH3:9])[C:2]1[CH:7]=[CH:6][CH:5]=[CH:4][CH:3]=1.[H-].[H-].[H-].[H-].[Li+].[Al+3].C(O)(=O)C>O1CCCC1>[CH2:1]([N:8]([CH2:10][CH:11]1[CH2:20][C:19](=[O:21])[C:18]2[C:13](=[CH:14][CH:15]=[CH:16][CH:17]=2)[O:12]1)[CH3:9])[C:2]1[CH:7]=[CH:6][CH:5]=[CH:4][CH:3]=1 |f:1.2.3.4.5.6|. The product is C(C1=CC=CC=C1)N(C)CC1OC2=CC=CC=C2C(C1)=O (2-(N-benzyl-N-methylaminomethyl)chroman-4-one). Reaction conditions: temperature -78 celsius, time 4 hour. The reactants are COC=1C=2N(C=C(C1)C=1C=NN(C1)C)N=CC2C#CC2=CC(=NC=C2)N (4-{[4-methoxy-6-(1-methyl-1H-pyrazol-4-yl)pyrazolo[1,5-a]pyridin-3-yl]ethynyl}pyridin-2-amine), COC=1C=C(C=CC1)S(=O)(=O)Cl (3-methoxybenzenesulfonyl chloride). Run in N1=CC=CC=C1 (pyridine). Run at time 72 hour. Yields the product COC=1C=C(C=CC1)S(=O)(=O)NC1=NC=CC(=C1)C#CC=1C=NN2C1C(=CC(=C2)C=2C=NN(C2)C)OC (3-methoxy-N-(4-{[4-methoxy-6-(1-methyl-1H-pyrazol-4-yl)pyrazolo[1,5-a]pyridin-3-yl]ethynyl}pyridin-2-yl)benzenesulfonamide). Reaction SMILES: [CH3:1][O:2][C:3]1[C:4]2[N:5]([N:15]=[CH:16][C:17]=2[C:18]#[C:19][C:20]2[CH:25]=[CH:24][N:23]=[C:22]([NH2:26])[CH:21]=2)[CH:6]=[C:7]([C:9]2[CH:10]=[N:11][N:12]([CH3:14])[CH:13]=2)[CH:8]=1.[CH3:27][O:28][C:29]1[CH:30]=[C:31]([S:35](Cl)(=[O:37])=[O:36])[CH:32]=[CH:33][CH:34]=1>N1C=CC=CC=1>[CH3:27][O:28][C:29]1[CH:30]=[C:31]([S:35]([NH:26][C:22]2[CH:21]=[C:20]([C:19]#[C:18][C:17]3[CH:16]=[N:15][N:5]4[CH:6]=[C:7]([C:9]5[CH:10]=[N:11][N:12]([CH3:14])[CH:13]=5)[CH:8]=[C:3]([O:2][CH3:1])[C:4]=34)[CH:25]=[CH:24][N:23]=2)(=[O:37])=[O:36])[CH:32]=[CH:33][CH:34]=1. Procedure: To a solution of 4-{[4-methoxy-6-(1-methyl-1H-pyrazol-4-yl)pyrazolo[1,5-a]pyridin-3-yl]ethynyl}pyridin-2-amine (24 mg, 0.070 mmol) in pyridine (1400 μl), was added 3-methoxybenzenesulfonyl chloride (29 μl, 0.203 mmol). The reaction mixture was stirred for 72 hours at room temperature. The precipitated solid was filtered and the solid washed with 10 mL of dichloromethane. The solid was dried in vacuo to afford 3-methoxy-N-(4-{[4-methoxy-6-(1-methyl-1H-pyrazol-4-yl)pyrazolo[1,5-a]pyridin-3-yl]ethy...